This data is from the Open Reaction Database (ORD), a public repository of structured organic reaction records. The task is: describe an organic reaction: reactants, conditions, products, and yield Starting materials: O=C([O-])[O-], CCN=C=O, CCOC(C)=O, CCc1cc(Oc2c(Cl)cc(C(F)(F)F)cc2Cl)n[nH]1, Cl, [K+], [K+]. The product is CCNC(=O)n1nc(Oc2c(Cl)cc(C(F)(F)F)cc2Cl)cc1CC. As a reaction SMILES: [C:1](=[O:2])([O-:3])[O-:4].[CH2:7]([CH3:8])[N:9]=[C:10]=[O:11].[CH3:33][CH2:34][O:35][C:36](=[O:37])[CH3:38].[Cl:12][c:13]1[c:14]([O:24][c:25]2[n:26][nH:27][c:28]([CH2:30][CH3:31])[cH:29]2)[c:15]([Cl:23])[cH:16][c:17]([C:19]([F:20])([F:21])[F:22])[cH:18]1.[ClH:32].[K+:5].[K+:6]>>[CH2:7]([CH3:8])[NH:9][C:10](=[O:11])[n:27]1[n:26][c:25]([O:24][c:14]2[c:13]([Cl:12])[cH:18][c:17]([C:19]([F:20])([F:21])[F:22])[cH:16][c:15]2[Cl:23])[cH:29][c:28]1[CH2:30][CH3:31]. Yields the product NC1CCc2c(O)cccc2C1. Reaction SMILES: [CH2:1]([c:3]1[cH:4][cH:5][cH:6][cH:7][cH:20]1)[N:8]([CH3:2])[CH:9]1[CH2:10][c:11]2[cH:12][cH:13][cH:14][c:15]([OH:19])[c:16]2[CH2:17][CH2:18]1.[CH2:21]1[O:22][CH2:23][CH2:24][CH2:25]1>>[NH2:8][CH:9]1[CH2:10][c:11]2[cH:12][cH:13][cH:14][c:15]([OH:19])[c:16]2[CH2:17][CH2:18]1. The reactants are CN(Cc1ccccc1)C1CCc2c(O)cccc2C1, C1CCOC1. Starting materials: ClC=1C=C2CCN(C2=CC1)C1=C(C=C(C=C1)Cl)[N+](=O)[O-] (5-chloro-1-(4-chloro-2-nitrophenyl)indoline), C1=CC=CC=C1 (benzene). Reagents/catalysts: [Pt] (Pt/C). Run in C(C)O (ethanol). Product: C(C)[O-].Cl.NC1=C(C=CC(=C1)Cl)N1CCC2=CC(=CC=C12)Cl (1-(2-amino-4chlorophenyl)-5-chloroindoline hydrochloride ethanolate). RXN SMILES: [Cl:1][C:2]1[CH:3]=[C:4]2[C:8](=[CH:9][CH:10]=1)[N:7]([C:11]1[CH:16]=[CH:15][C:14]([Cl:17])=[CH:13][C:12]=1[N+:18]([O-])=[O:19])[CH2:6][CH2:5]2.[CH:21]1[CH:26]=CC=CC=1>[Pt].C(O)C>[CH2:26]([O-:19])[CH3:21].[ClH:1].[NH2:18][C:12]1[CH:13]=[C:14]([Cl:17])[CH:15]=[CH:16][C:11]=1[N:7]1[C:8]2[C:4](=[CH:3][C:2]([Cl:1])=[CH:10][CH:9]=2)[CH2:5][CH2:6]1 |f:4.5.6|. Reported procedure: A Parr bottle, charged with 12.4 g (0.040 mole) of 5-chloro-1-(4-chloro-2-nitrophenyl)indoline of Example 8a, 100 ml of benzene, 100 ml of absolute ethanol and 0.5 g of 1% Pt/C was shaken under an initial hydrogen pressure of 57 psig until uptake ceased. The catalyst was then removed by filtration and the filtrate was concentrated in vacuo to an oil weighing 11.2 g (100%). This was dissolved in 30 ml of ethanol and then 30 ml of ether saturated with hydrogen chloride was added. An additional 500... Reactants: CCCCN1C(=O)C(Cl)=C(c2ccccc2)S1(=O)=O, Nc1ccc(N2CCN(Cc3ccccc3)CC2)cc1, CC#N. Product: CCCCN1C(=O)C(Nc2ccc(N3CCN(Cc4ccccc4)CC3)cc2)=C(c2ccccc2)S1(=O)=O. RXN SMILES: [CH2:1]([CH2:2][CH2:3][CH3:4])[N:5]1[S:6](=[O:18])(=[O:19])[C:7]([c:12]2[cH:13][cH:14][cH:15][cH:16][cH:17]2)=[C:8]([Cl:11])[C:9]1=[O:10].[CH2:20]([c:21]1[cH:22][cH:23][cH:24][cH:25][cH:26]1)[N:27]1[CH2:28][CH2:29][N:30]([c:33]2[cH:34][cH:35][c:36]([NH2:39])[cH:37][cH:38]2)[CH2:31][CH2:32]1.[CH3:40][C:41]#[N:42]>>[CH2:1]([CH2:2][CH2:3][CH3:4])[N:5]1[S:6](=[O:18])(=[O:19])[C:7]([c:12]2[cH:13][cH:14][cH:15][cH:16][cH:17]2)=[C:8]([NH:39][c:36]2[cH:35][cH:34][c:33]([N:30]3[CH2:29][CH2:28][N:27]([CH2:20][c:21]4[cH:22][cH:23][cH:24][cH:25][cH:26]4)[CH2:32][CH2:31]3)[cH:38][cH:37]2)[C:9]1=[O:10]. Starting materials: O([K])[Si](C)(C)C (KOTMS), Cl (HCl), FC1=C(C=C2C(NC=NC2=C1)=O)[N+](=O)[O-] (7-fluoro-6-nitroquinazolin-4(3H)-one), C[O-].[Na+] (sodium methoxide). Solvent: O (water), CS(=O)C (DMSO). Yields the product COC1=C(C=C2C(NC=NC2=C1)=O)[N+](=O)[O-] (7-methoxy-6-nitroquinazolin-4(3H)-one). Isolated yield 75.6%. As a reaction SMILES: F[C:2]1[CH:11]=[C:10]2[C:5]([C:6](=[O:12])[NH:7][CH:8]=[N:9]2)=[CH:4][C:3]=1[N+:13]([O-:15])=[O:14].[CH3:16][O-:17].[Na+].O([Si](C)(C)C)[K].Cl>CS(C)=O.O>[CH3:16][O:17][C:2]1[CH:11]=[C:10]2[C:5]([C:6](=[O:12])[NH:7][CH:8]=[N:9]2)=[CH:4][C:3]=1[N+:13]([O-:15])=[O:14] |f:1.2|. Reported procedure: 7-fluoro-6-nitroquinazolin-4(3H)-one (60 g, 287 mmol) in <Step 3> of Example 3 was dissolved in DMSO (600 mL) and sodium methoxide (46.5 g, 861 mmol) was added dropwise thereto in an ice water bath. Thirty minutes later, KOTMS (147 g, 1150 mmol) was added slowly to the water bath, and the mixture was subjected to a reaction for one day. Then, the mixture was neutralized with a 2N HCl solution. Subsequently, the solid thus obtained was filtered and dried to obtain the title compound (48 g, 76%). Starting materials: C1(CC1)NC(OC(C)(C)C)=O (1,1-dimethylethyl cyclopropylcarbamate), F[B-](F)(F)F.N#[O+] (Nitrosonium tetrafluoroborate), Ice water, CCOC(=O)C (EtOAc). Run in N1=CC=CC=C1 (Pyridine), C(C)#N (Acetonitrile). Run at temperature -30 celsius, time 30 minute. The product is C1(CC1)N(C(OC(C)(C)C)=O)N=O (1,1-dimethylethyl cyclopropyl(nitroso)carbamate). Reaction SMILES: F[B-](F)(F)F.[N:6]#[O+:7].[CH:8]1([NH:11][C:12](=[O:18])[O:13][C:14]([CH3:17])([CH3:16])[CH3:15])[CH2:10][CH2:9]1.CCOC(C)=O>N1C=CC=CC=1.C(#N)C>[CH:8]1([N:11]([N:6]=[O:7])[C:12](=[O:18])[O:13][C:14]([CH3:15])([CH3:17])[CH3:16])[CH2:9][CH2:10]1 |f:0.1|. Procedure: Nitrosonium tetrafluoroborate (2.415 g, 20.67 mmol) was added in several portions to a cooled (−30° C.) solution of 1,1-dimethylethyl cyclopropylcarbamate (2.5 g, 15.90 mmol) in anhydrous Pyridine (4 mL) and Acetonitrile (40 mL). The solution was stirred at −30° C. for 30 minutes then at 0° C. for 2 hours. Ice water and EtOAc were added. The organic phase was separated and washed with 1N HCl, 1N NaHCO3, brine, dried over MgSO4, filtered and concentrated in vacuo. The product was collected as 2.6... Reactants: O1C(CCC1)CCN (2-(tetrahydrofuran-2-yl)ethanamine), C(#N)C1=CC(=C(C=C1)C=1C=NN(C1O)C1=NC=C(C(=O)O)C=C1)C (6-(4-(4-cyano-2-methylphenyl)-5-hydroxy-1H-pyrazol-1-yl)nicotinic acid). Yields the product C(#N)C1=CC(=C(C=C1)C=1C=NN(C1O)C1=NC=C(C(=O)NCCC2OCCC2)C=C1)C (6-(4-(4-cyano-2-methylphenyl)-5-hydroxy-1H-pyrazol-1-yl)-N-(2-(tetrahydrofuran-2-yl)ethyl)nicotinamide). RXN SMILES: [O:1]1[CH2:5][CH2:4][CH2:3][CH:2]1[CH2:6][CH2:7][NH2:8].[C:9]([C:11]1[CH:16]=[CH:15][C:14]([C:17]2[CH:18]=[N:19][N:20]([C:23]3[CH:31]=[CH:30][C:26]([C:27](O)=[O:28])=[CH:25][N:24]=3)[C:21]=2[OH:22])=[C:13]([CH3:32])[CH:12]=1)#[N:10]>>[C:9]([C:11]1[CH:16]=[CH:15][C:14]([C:17]2[CH:18]=[N:19][N:20]([C:23]3[CH:31]=[CH:30][C:26]([C:27]([NH:8][CH2:7][CH2:6][CH:2]4[CH2:3][CH2:4][CH2:5][O:1]4)=[O:28])=[CH:25][N:24]=3)[C:21]=2[OH:22])=[C:13]([CH3:32])[CH:12]=1)#[N:10]. Reported procedure: The title compound was prepared in a manner similar to Example 227 using 2-(tetrahydrofuran-2-yl)ethanamine and 6-(4-(4-cyano-2-methylphenyl)-5-hydroxy-1H-pyrazol-1-yl)nicotinic acid. 1H NMR (400 MHz, DMSO-d6) δ 1.21-1.29 (m, 1H) 1.37-1.51 (m, 1H) 1.68-1.89 (m, 4H) 1.99 (dddd, J=11.8, 8.2, 6.6, 5.2 Hz, 1H) 2.44 (s, 3H) 3.26-3.47 (m, 3H) 3.61 (td, J=7.9, 6.4 Hz, 1H) 3.70-3.88 (m, 2H) 7.63-7.68 (m, 1H) 7.71-7.81 (m, 2H) 8.18 (br. s., 1H) 8.41 (d, J=6.3 Hz, 1H) 8.72 (t, J=5.4 Hz, 1H) 8.88-8.95 (m, ... Reactants: C1(=CC=CC=C1)C1(CCNCC1)C(=O)N1CCCC1 (4-phenyl-4-(pyrrolidin-1-ylcarbonyl)-piperidine), C(C1=CC=CC=C1)(=O)N1CC(CCCC1)(CCCOS(=O)(=O)C)C1=CC(=C(C=C1)Cl)Cl (1-Benzoyl-3-(3,4-dichlorophenyl)-3-[3-(methanesulfonyloxy)propyl]-perhydroazepine), C(=O)([O-])[O-].[K+].[K+] (K2CO3). The solvent is CN(C)C=O.C(C)#N (DMF acetonitrile). The product is O.Cl.C(C1=CC=CC=C1)(=O)N1CC(CCCC1)(CCCN1CCC(CC1)(C(=O)N1CCCC1)C1=CC=CC=C1)C1=CC(=C(C=C1)Cl)Cl.C(C1=CC=CC=C1)(=O)N1CC(CCCC1)(C1=CC(=C(C=C1)Cl)Cl)CCCN1CCC(CC1)(C1=CC=CC=C1)C(=O)N1CCCC1.Cl (1-Benzoyl-3-(3,4-dichlorophenyl)-3-[3-[4-phenyl-4-(pyrrolidin-1-yl-carbonyl)piperid-1-yl]propyl]perhydroazepine hydrochloride hemihydrate). Yield: 31.7%. RXN SMILES: [C:1]1([C:7]2([C:13]([N:15]3[CH2:19][CH2:18][CH2:17][CH2:16]3)=[O:14])[CH2:12][CH2:11][NH:10][CH2:9][CH2:8]2)[CH:6]=[CH:5][CH:4]=[CH:3][CH:2]=1.[C:20]([N:28]1[CH2:34][CH2:33][CH2:32][CH2:31][C:30]([C:43]2[CH:48]=[CH:47][C:46]([Cl:49])=[C:45]([Cl:50])[CH:44]=2)([CH2:35][CH2:36][CH2:37]OS(C)(=O)=O)[CH2:29]1)(=[O:27])[C:21]1[CH:26]=[CH:25][CH:24]=[CH:23][CH:22]=1.C([O-])([O-])=O.[K+].[K+]>CN(C=O)C.C(#N)C>[OH2:14].[ClH:49].[C:20]([N:28]1[CH2:34][CH2:33][CH2:32][CH2:31][C:30]([C:43]2[CH:48]=[CH:47][C:46]([Cl:49])=[C:45]([Cl:50])[CH:44]=2)([CH2:35][CH2:36][CH2:37][N:10]2[CH2:11][CH2:12][C:7]([C:1]3[CH:2]=[CH:3][CH:4]=[CH:5][CH:6]=3)([C:13]([N:15]3[CH2:19][CH2:18][CH2:17][CH2:16]3)=[O:14])[CH2:8][CH2:9]2)[CH2:29]1)(=[O:27])[C:21]1[CH:22]=[CH:23][CH:24]=[CH:25][CH:26]=1.[C:20]([N:28]1[CH2:34][CH2:33][CH2:32][CH2:31][C:30]([CH2:35][CH2:36][CH2:37][N:10]2[CH2:11][CH2:12][C:7]([C:13]([N:15]3[CH2:19][CH2:18][CH2:17][CH2:16]3)=[O:14])([C:1]3[CH:2]=[CH:3][CH:4]=[CH:5][CH:6]=3)[CH2:8][CH2:9]2)([C:43]2[CH:48]=[CH:47][C:46]([Cl:49])=[C:45]([Cl:50])[CH:44]=2)[CH2:29]1)(=[O:27])[C:21]1[CH:22]=[CH:23][CH:24]=[CH:25][CH:26]=1.[ClH:49] |f:2.3.4,5.6,7.8.9.10.11|. Procedure details: This compound is prepared by the procedure described in step D of EXAMPLE 13, starting from 0.96 g of 4-phenyl-4-(pyrrolidin-1-ylcarbonyl)-piperidine, 1.5 g of the compound obtained in step C of EXAMPLE 13 and 1.5 g of K2CO3 in 10 ml of a DMF/acetonitrile mixture (50/50; v/v). This gives 0.34 g of the expected product, m.p.=135° C.